describe an organic reaction: reactants, conditions, products, and yield From a dataset of the Open Reaction Database (ORD), a public repository of structured organic reaction records. Starting materials: CN1CCCC1=O, Cc1nc(CSc2nc(Cl)c3sc(N)nc3n2)cs1, NC(CO)CO. Reaction SMILES: [CH3:26][N:27]1[CH2:28][CH2:29][CH2:30][C:31]1=[O:32].[Cl:1][c:2]1[c:3]2[c:4]([n:5][c:6]([S:8][CH2:9][c:10]3[n:11][c:12]([CH3:15])[s:13][cH:14]3)[n:7]1)[n:16][c:17]([NH2:19])[s:18]2.[NH2:20][CH:21]([CH2:22][OH:23])[CH2:24][OH:25]>>[c:2]1([NH:20][CH:21]([CH2:22][OH:23])[CH2:24][OH:25])[c:3]2[c:4]([n:5][c:6]([S:8][CH2:9][c:10]3[n:11][c:12]([CH3:15])[s:13][cH:14]3)[n:7]1)[n:16][c:17]([NH2:19])[s:18]2. Yields the product Cc1nc(CSc2nc(NC(CO)CO)c3sc(N)nc3n2)cs1. Starting materials: CC(C)(C)OC(=O)NC1(c2ccc(I)cn2)CC1, O=C[O-], CCN(C(C)C)C(C)C, [Cl-], [Li+], [Na+], CC(=O)[O-], CC(=O)[O-], CN(C)C=O, [Pd+2]. The product is CC(C)(C)OC(=O)NC1(c2ccc(C(=O)O)cn2)CC1. As a reaction SMILES: [C:14]([CH3:15])([CH3:16])([CH3:17])[O:18][C:19]([NH:20][C:21]1([c:24]2[n:25][cH:26][c:27]([I:30])[cH:28][cH:29]2)[CH2:22][CH2:23]1)=[O:31].[CH:1](=[O:2])[O-:3].[CH:5]([N:6]([CH2:7][CH3:8])[CH:9]([CH3:10])[CH3:11])([CH3:12])[CH3:13].[Cl-:32].[Li+:33].[Na+:4].[O-:40][C:41]([CH3:42])=[O:43].[O-:44][C:45]([CH3:46])=[O:47].[O:34]=[CH:35][N:36]([CH3:37])[CH3:38].[Pd+2:39]>>[C:1](=[O:2])([OH:3])[c:27]1[cH:26][n:25][c:24]([C:21]2([NH:20][C:19]([O:18][C:14]([CH3:15])([CH3:16])[CH3:17])=[O:31])[CH2:22][CH2:23]2)[cH:29][cH:28]1.